From a dataset of the Open Reaction Database (ORD), a public repository of structured organic reaction records. describe an organic reaction: reactants, conditions, products, and yield Reactants: Cc1ccc(S(=O)(=O)Oc2cccc3oc(SCc4ccc(C(C)(C)C)cc4)c(C)c(=O)c23)cc1, C1CCOC1, [F-], [K+]. Product: Cc1c(SCc2ccc(C(C)(C)C)cc2)oc2cccc(F)c2c1=O. As a reaction SMILES: [C:1]([CH3:2])([CH3:3])([CH3:4])[c:5]1[cH:6][cH:7][c:8]([CH2:9][S:10][c:11]2[o:12][c:13]3[cH:14][cH:15][cH:16][c:17]([O:23][S:24]([c:25]4[cH:26][cH:27][c:28]([CH3:29])[cH:30][cH:31]4)(=[O:32])=[O:33])[c:18]3[c:19](=[O:22])[c:20]2[CH3:21])[cH:34][cH:35]1.[CH2:38]1[O:39][CH2:40][CH2:41][CH2:42]1.[F-:36].[K+:37]>>[C:1]([CH3:2])([CH3:3])([CH3:4])[c:5]1[cH:6][cH:7][c:8]([CH2:9][S:10][c:11]2[o:12][c:13]3[cH:14][cH:15][cH:16][c:17]([F:36])[c:18]3[c:19](=[O:22])[c:20]2[CH3:21])[cH:34][cH:35]1.